This data is from the Open Reaction Database (ORD), a public repository of structured organic reaction records. The task is: describe an organic reaction: reactants, conditions, products, and yield Starting materials: COC1=CC=C2[C@@H]([C@@H](COC2=C1)C1=CC=C(C=C1)OC)C1=CC=C(C=C1)OCCN1CCCC1 ((±)-cis-7-methoxy-3-(4-methoxyphenyl)-4-(4-(2-pyrrolidinoethoxy)phenyl)chromane), Cl.N1=CC=CC=C1 (pyridine hydrochloride). Yields the product OC1=CC=C2[C@@H]([C@@H](COC2=C1)C1=CC=C(C=C1)O)C1=CC=C(C=C1)OCCN1CCCC1 ((±)-cis-7-Hydroxy-3-(4-hydroxyphenyl)-4-(4-(2-pyrrolidinoethoxy)phenyl)chromane). RXN SMILES: C[O:2][C:3]1[CH:12]=[C:11]2[C:6]([C@H:7]([C:21]3[CH:26]=[CH:25][C:24]([O:27][CH2:28][CH2:29][N:30]4[CH2:34][CH2:33][CH2:32][CH2:31]4)=[CH:23][CH:22]=3)[C@H:8]([C:13]3[CH:18]=[CH:17][C:16]([O:19]C)=[CH:15][CH:14]=3)[CH2:9][O:10]2)=[CH:5][CH:4]=1.Cl.N1C=CC=CC=1>>[OH:2][C:3]1[CH:12]=[C:11]2[C:6]([C@H:7]([C:21]3[CH:26]=[CH:25][C:24]([O:27][CH2:28][CH2:29][N:30]4[CH2:31][CH2:32][CH2:33][CH2:34]4)=[CH:23][CH:22]=3)[C@H:8]([C:13]3[CH:14]=[CH:15][C:16]([OH:19])=[CH:17][CH:18]=3)[CH2:9][O:10]2)=[CH:5][CH:4]=1 |f:1.2|. Procedure details: In an manner analogous to that described in step 5 for Example 10, (±)-cis-7-methoxy-3-(4-methoxyphenyl)-4-(4-(2-pyrrolidinoethoxy)phenyl)chromane (4.60 g, 10.0 mmol) was de-methylated by heating with pyridine hydrochloride to give the title compound as colourless platelets. Reactants: CN(CC(C)C(=CC)C=1C=C(C=CC1)OS(=O)(=O)C1=CC=C(C=C1)C)C ([1RS]-toluene-4-sulfonic acid 3-[1-(2-dimethylamino-1-methyl-ethyl)-propenyl]-phenyl ester), Cl (hydrochloric acid). The reagents and catalysts are [Pd] (Pd/C). The solvent is C(C)O (ethanol). Reaction conditions: time 10 hour. Yields the product CN(CC(C(CC)C=1C=C(C=CC1)OS(=O)(=O)C1=CC=C(C=C1)C)C)C ([1RS,2RS]toluene-4-sulfonic Acid 3-(3-dimethylamino-1-ethyl-2-methyl-propyl)-phenyl Ester). The yield is 87.0%. Reaction SMILES: [CH3:1][N:2]([CH3:26])[CH2:3][CH:4]([C:6]([C:9]1[CH:10]=[C:11]([O:15][S:16]([C:19]2[CH:24]=[CH:23][C:22]([CH3:25])=[CH:21][CH:20]=2)(=[O:18])=[O:17])[CH:12]=[CH:13][CH:14]=1)=[CH:7][CH3:8])[CH3:5].Cl>[Pd].C(O)C>[CH3:26][N:2]([CH3:1])[CH2:3][CH:4]([CH3:5])[CH:6]([C:9]1[CH:10]=[C:11]([O:15][S:16]([C:19]2[CH:20]=[CH:21][C:22]([CH3:25])=[CH:23][CH:24]=2)(=[O:17])=[O:18])[CH:12]=[CH:13][CH:14]=1)[CH2:7][CH3:8]. Procedure details: A mixture of [1RS]-toluene-4-sulfonic acid 3-[1-(2-dimethylamino-1-methyl-ethyl)-propenyl]-phenyl ester (10 g, 0.03 mol), ethanol (38 ml), concentrated hydrochloric acid (4.5 ml, 30%) and Pd/C (10%, 3 g) was hydrogenated at 5 kg/cm2 for 10 hours. The reaction mixture was filtered through hyflo bed and the filtrate was distilled off to remove ethanol. Water (40 ml) was added to the resulting residue at ambient temperature and reaction mixture was washed with isopropyl ether (2×15 ml). Aqueous sod... Starting materials: N#CC1CCN(C(=O)OCc2ccccc2)CC1, C1CCOC1, C[Si](C)(C)[N-][Si](C)(C)C, ClCCOCCl, [Li+]. Product: N#CC1(COCCCl)CCN(C(=O)OCc2ccccc2)CC1. Reaction SMILES: [C:1](#[N:2])[CH:3]1[CH2:4][CH2:5][N:6]([C:9](=[O:10])[O:11][CH2:12][c:13]2[cH:14][cH:15][cH:16][cH:17][cH:18]2)[CH2:7][CH2:8]1.[CH2:35]1[O:36][CH2:37][CH2:38][CH2:39]1.[CH3:26][Si:27]([N-:28][Si:29]([CH3:30])([CH3:31])[CH3:32])([CH3:33])[CH3:34].[Cl:19][CH2:20][O:21][CH2:22][CH2:23][Cl:24].[Li+:25]>>[C:1](#[N:2])[C:3]1([CH2:20][O:21][CH2:22][CH2:23][Cl:24])[CH2:4][CH2:5][N:6]([C:9](=[O:10])[O:11][CH2:12][c:13]2[cH:14][cH:15][cH:16][cH:17][cH:18]2)[CH2:7][CH2:8]1. The reactants are [BH4-], CC#N, CCOC(C)=O, O=C(c1ccccc1)N1OC2C=CC1C2, [Na+], O. Yields the product O=C(NC1C=CC(O)C1)c1ccccc1. Reaction SMILES: [BH4-:20].[CH3:16][C:17]#[N:18].[CH3:22][CH2:23][O:24][C:25](=[O:26])[CH3:27].[CH:1]12[O:2][N:3]([C:8](=[O:9])[c:10]3[cH:11][cH:12][cH:13][cH:14][cH:15]3)[CH:4]([CH:5]=[CH:6]1)[CH2:7]2.[Na+:21].[OH2:19]>>[CH:1]1([OH:2])[CH:6]=[CH:5][CH:4]([NH:3][C:8](=[O:9])[c:10]2[cH:11][cH:12][cH:13][cH:14][cH:15]2)[CH2:7]1. The reactants are O=C1CCc2ccccc21, O=C(OO)c1cccc(Cl)c1, ClCCl, O=C1CCc2ccc([N+](=O)[O-])cc21, [Na+], [Na+], O=S(=O)(O)C(F)(F)F, O=S([O-])OS(=O)[O-]. Yields the product O=C1CCc2ccc([N+](=O)[O-])cc2O1. RXN SMILES: [C:33]1(=[O:34])[c:35]2[c:36]([cH:37][cH:38][cH:39][cH:40]2)[CH2:41][CH2:42]1.[Cl:22][c:23]1[cH:24][c:25]([C:29]([O:30][OH:31])=[O:32])[cH:26][cH:27][cH:28]1.[Cl:43][CH2:44][Cl:45].[N+:1](=[O:2])([O-:3])[c:4]1[cH:5][cH:6][c:7]2[c:11]([cH:12]1)[C:10](=[O:13])[CH2:9][CH2:8]2.[Na+:53].[Na+:54].[OH:14][S:15]([C:16]([F:17])([F:18])[F:19])(=[O:20])=[O:21].[S:46]([O:47][S:48]([O-:49])=[O:50])([O-:51])=[O:52]>>[N+:1](=[O:2])([O-:3])[c:4]1[cH:5][cH:6][c:7]2[c:11]([cH:12]1)[O:14][C:10](=[O:13])[CH2:9][CH2:8]2. The reactants are FC(F)(F)c1nnc2ccc(Cl)nn12, Fc1ccc(N2CCNCC2)c(F)c1. Yields the product Fc1ccc(N2CCN(c3ccc4nnc(C(F)(F)F)n4n3)CC2)c(F)c1. Reaction SMILES: [Cl:15][c:16]1[cH:17][cH:18][c:19]2[n:20]([n:21]1)[c:22]([C:25]([F:26])([F:27])[F:28])[n:23][n:24]2.[F:1][c:2]1[c:3]([N:9]2[CH2:10][CH2:11][NH:12][CH2:13][CH2:14]2)[cH:4][cH:5][c:6]([F:8])[cH:7]1>>[F:1][c:2]1[c:3]([N:9]2[CH2:10][CH2:11][N:12]([c:16]3[cH:17][cH:18][c:19]4[n:20]([n:21]3)[c:22]([C:25]([F:26])([F:27])[F:28])[n:23][n:24]4)[CH2:13][CH2:14]2)[cH:4][cH:5][c:6]([F:8])[cH:7]1.